Task: describe an organic reaction: reactants, conditions, products, and yield. Dataset: the Open Reaction Database (ORD), a public repository of structured organic reaction records Starting materials: COC(=O)C1(Cc2ccccc2)CCc2ccccc21, CO, [Na+], [OH-], O. The product is O=C(O)C1(Cc2ccccc2)CCc2ccccc21. RXN SMILES: [CH2:1]([c:2]1[cH:3][cH:4][cH:5][cH:6][cH:7]1)[C:8]1([C:17](=[O:18])[O:19][CH3:20])[CH2:9][CH2:10][c:11]2[cH:12][cH:13][cH:14][cH:15][c:16]21.[CH3:23][OH:24].[Na+:22].[OH-:21].[OH2:25]>>[CH2:1]([c:2]1[cH:3][cH:4][cH:5][cH:6][cH:7]1)[C:8]1([C:17](=[O:18])[OH:19])[CH2:9][CH2:10][c:11]2[cH:12][cH:13][cH:14][cH:15][c:16]21. Reactants: Nc1ccc2[nH]nc(Cl)c2c1, CC1=C(C(=O)O)C(c2ccc(C(F)(F)F)cc2)CC(=O)N1, CN(C)C=O. The product is CC1=C(C(=O)Nc2ccc3[nH]nc(Cl)c3c2)C(c2ccc(C(F)(F)F)cc2)CC(=O)N1. RXN SMILES: [Cl:22][c:23]1[n:24][nH:25][c:26]2[cH:27][cH:28][c:29]([NH2:32])[cH:30][c:31]12.[F:1][C:2]([c:3]1[cH:4][cH:5][c:6]([CH:9]2[C:10]([C:17](=[O:18])[OH:19])=[C:11]([CH3:16])[NH:12][C:13](=[O:15])[CH2:14]2)[cH:7][cH:8]1)([F:20])[F:21].[O:33]=[CH:34][N:35]([CH3:36])[CH3:37]>>[F:1][C:2]([c:3]1[cH:4][cH:5][c:6]([CH:9]2[C:10]([C:17](=[O:18])[NH:32][c:29]3[cH:28][cH:27][c:26]4[nH:25][n:24][c:23]([Cl:22])[c:31]4[cH:30]3)=[C:11]([CH3:16])[NH:12][C:13](=[O:15])[CH2:14]2)[cH:7][cH:8]1)([F:20])[F:21]. Starting materials: NC1=CC(NC(N1CC1=CC=C(C=C1)OC)=O)=O (6-amino-1(p-methoxybenzyl)-uracil), C(=O)(O)[O-].[Na+] (NaHCO3), BrBr (bromine). The solvent is CO (methanol). Conditions: temperature 5 celsius. Product: NC1=C(C(NC(N1CC1=CC=C(C=C1)OC)=O)=O)Br (6-Amino-5-bromo-1(p-methoxybenzyl)-uracil). Yield: 95.0%. RXN SMILES: [NH2:1][C:2]1[N:7]([CH2:8][C:9]2[CH:14]=[CH:13][C:12]([O:15][CH3:16])=[CH:11][CH:10]=2)[C:6](=[O:17])[NH:5][C:4](=[O:18])[CH:3]=1.C([O-])(O)=O.[Na+].[Br:24]Br>CO>[NH2:1][C:2]1[N:7]([CH2:8][C:9]2[CH:14]=[CH:13][C:12]([O:15][CH3:16])=[CH:11][CH:10]=2)[C:6](=[O:17])[NH:5][C:4](=[O:18])[C:3]=1[Br:24] |f:1.2|. Procedure: 300 g of 6-amino-1(p-methoxybenzyl)-uracil are taken up in 1200 ml of methanol and mixed with 105 g of NaHCO3. After cooling to 5° C., 66 ml of bromine are added dropwise with stirring. After the conversion is complete (about 2 hours) the resulting suspension is suction filtered, the residue is washed with methanol (2×100 ml) and the product is isolated in the form of bright yellow crystals (374 g, 95%) (melting point: 247° C.). The reactants are COC1=NCCC1, CC(=O)O, CO, NC(Cc1cccnc1)c1cccc(Cl)c1Cl. Yields the product Clc1cccc(C(Cc2cccnc2)NC2=NCCC2)c1Cl. As a reaction SMILES: [CH3:18][O:19][C:20]1=[N:24][CH2:23][CH2:22][CH2:21]1.[CH3:25][C:26](=[O:27])[OH:28].[CH3:29][OH:30].[Cl:1][c:2]1[c:3]([CH:9]([CH2:10][c:11]2[cH:12][n:13][cH:14][cH:15][cH:16]2)[NH2:17])[cH:4][cH:5][cH:6][c:7]1[Cl:8]>>[Cl:1][c:2]1[c:3]([CH:9]([CH2:10][c:11]2[cH:12][n:13][cH:14][cH:15][cH:16]2)[NH:17][C:20]2=[N:24][CH2:23][CH2:22][CH2:21]2)[cH:4][cH:5][cH:6][c:7]1[Cl:8]. The reactants are CCCCO, CN1CCN(c2ccc(C(=O)Cl)cc2S(=O)(=O)N(C)C)CC1, Cl, N, O. The product is CCCCOC(=O)c1ccc(N2CCN(C)CC2)c(S(=O)(=O)N(C)C)c1. Reaction SMILES: [CH2:24]([CH2:25][CH2:26][CH3:27])[OH:28].[CH3:2][N:3]([S:4](=[O:5])(=[O:6])[c:7]1[cH:8][c:9]([C:10](=[O:11])[Cl:12])[cH:13][cH:14][c:15]1[N:16]1[CH2:17][CH2:18][N:19]([CH3:22])[CH2:20][CH2:21]1)[CH3:23].[ClH:1].[NH3:29].[OH2:30]>>[CH3:2][N:3]([S:4](=[O:5])(=[O:6])[c:7]1[cH:8][c:9]([C:10](=[O:11])[O:28][CH2:24][CH2:25][CH2:26][CH3:27])[cH:13][cH:14][c:15]1[N:16]1[CH2:17][CH2:18][N:19]([CH3:22])[CH2:20][CH2:21]1)[CH3:23]. Starting materials: C(C1=CC=CC=C1)O[C@H]1[C@@H](O[C@@H]([C@H]([C@@H]1OCC1=CC=CC=C1)OCC1=CC=CC=C1)COCC1=CC=CC=C1)C1=CN(C2=C(C=CC=C12)C)CC1=CC=C(C=C1)\C=C\CC(=O)O (3-(2,3,4,6-tetra-O-benzyl-β-D-glucopyranosyl)-1-[4-((1E)-3-carboxyprop-1-enyl)benzyl]-7-methyl-1H-indole), CC1(OC[C@H](O1)CO)C ((R)-(−)-2,2-dimethyl-1,3-dioxolane-4-methanol), C1(CCCCC1)N=C=NC1CCCCC1 (dicyclohexylcarbodiimide). The reagents and catalysts are CN(C1=CC=NC=C1)C (4-dimethylaminopyridine). Run in ClCCl (dichloromethane). Conditions: time 8 hour. The product is C(C1=CC=CC=C1)O[C@H]1[C@@H](O[C@@H]([C@H]([C@@H]1OCC1=CC=CC=C1)OCC1=CC=CC=C1)COCC1=CC=CC=C1)C1=CN(C2=C(C=CC=C12)C)CC1=CC=C(C=C1)\C=C\CC(=O)OC[C@H]1OC(OC1)(C)C (3-(2,3,4,6-tetra-O-benzyl-β-D-gluco-pyranosyl)-1-(4-{(1E)-3-[((S)-2,2-dimethyl-1,3-dioxolan-4-yl)methoxycarbonyl]prop-1-enyl}benzyl)-7-methyl-1H-indole). The yield is 67.4%. As a reaction SMILES: [CH2:1]([O:8][C@@H:9]1[C@@H:14]([O:15][CH2:16][C:17]2[CH:22]=[CH:21][CH:20]=[CH:19][CH:18]=2)[C@H:13]([O:23][CH2:24][C:25]2[CH:30]=[CH:29][CH:28]=[CH:27][CH:26]=2)[C@@H:12]([CH2:31][O:32][CH2:33][C:34]2[CH:39]=[CH:38][CH:37]=[CH:36][CH:35]=2)[O:11][C@H:10]1[C:40]1[C:48]2[C:43](=[C:44]([CH3:49])[CH:45]=[CH:46][CH:47]=2)[N:42]([CH2:50][C:51]2[CH:56]=[CH:55][C:54](/[CH:57]=[CH:58]/[CH2:59][C:60]([OH:62])=[O:61])=[CH:53][CH:52]=2)[CH:41]=1)[C:2]1[CH:7]=[CH:6][CH:5]=[CH:4][CH:3]=1.[CH3:63][C:64]1([CH3:71])[O:68][C@H:67]([CH2:69]O)[CH2:66][O:65]1.C1(N=C=NC2CCCCC2)CCCCC1>CN(C)C1C=CN=CC=1.ClCCl>[CH2:1]([O:8][C@@H:9]1[C@@H:14]([O:15][CH2:16][C:17]2[CH:22]=[CH:21][CH:20]=[CH:19][CH:18]=2)[C@H:13]([O:23][CH2:24][C:25]2[CH:30]=[CH:29][CH:28]=[CH:27][CH:26]=2)[C@@H:12]([CH2:31][O:32][CH2:33][C:34]2[CH:39]=[CH:38][CH:37]=[CH:36][CH:35]=2)[O:11][C@H:10]1[C:40]1[C:48]2[C:43](=[C:44]([CH3:49])[CH:45]=[CH:46][CH:47]=2)[N:42]([CH2:50][C:51]2[CH:56]=[CH:55][C:54](/[CH:57]=[CH:58]/[CH2:59][C:60]([O:62][CH2:69][C@@H:67]3[CH2:66][O:65][C:64]([CH3:71])([CH3:63])[O:68]3)=[O:61])=[CH:53][CH:52]=2)[CH:41]=1)[C:2]1[CH:3]=[CH:4][CH:5]=[CH:6][CH:7]=1. Reported procedure: To a mixture of 3-(2,3,4,6-tetra-O-benzyl-β-D-glucopyranosyl)-1-[4-((1E)-3-carboxyprop-1-enyl)benzyl]-7-methyl-1H-indole (0.30 g), (R)-(−)-2,2-dimethyl-1,3-dioxolane-4-methanol (62 mg), 4-dimethylaminopyridine (22 mg) and dichloromethane (1 mL) was added dicyclohexylcarbodiimide (0.11 g), and the mixture was stirred at room temperature overnight. The reaction mixture was directly purified by column chromatography on silica gel (eluent: n-hexane/ethyl acetate=3/1-3/2) to give 3-(2,3,4,6-tetra-O-b... Reactants: [NH4+], C1CCOC1, [OH-], O=S(=O)(Cl)c1ccccc1-c1cnoc1. Yields the product NS(=O)(=O)c1ccccc1-c1cnoc1. RXN SMILES: [NH4+:16].[O:18]1[CH2:19][CH2:20][CH2:21][CH2:22]1.[OH-:17].[o:1]1[n:2][cH:3][c:4](-[c:6]2[c:7]([S:12](=[O:13])(=[O:14])[Cl:15])[cH:8][cH:9][cH:10][cH:11]2)[cH:5]1>>[o:1]1[n:2][cH:3][c:4](-[c:6]2[c:7]([S:12](=[O:13])(=[O:14])[NH2:16])[cH:8][cH:9][cH:10][cH:11]2)[cH:5]1. Starting materials: C(C)(C)(C)OC(=O)N[C@@H](CC(=O)OC)C(N1CCCC1)=O (Methyl (3S)-3-[(tert-butoxycarbonyl)amino]-4-oxo-4-pyrrolidin-1-ylbutanoate), C[Si]([N-][Si](C)(C)C)(C)C.[Li+] (lithium hexamethyldisilazide), IC (Iodomethane). The solvent is C1CCOC1 (THF). Reaction conditions: temperature -78 celsius, time 30 minute. Product: C(C)(C)(C)OC(=O)N[C@@H]([C@@H](C(=O)OC)C)C(N1CCCC1)=O (Methyl (2S,3S)-3-[(tert-Butoxycarbonyl)amino]-2-methyl-4-oxo-4-pyrrolidin-1-ylbutanoate). RXN SMILES: [C:1]([O:5][C:6]([NH:8][C@H:9]([C:15](=[O:21])[N:16]1[CH2:20][CH2:19][CH2:18][CH2:17]1)[CH2:10][C:11]([O:13][CH3:14])=[O:12])=[O:7])([CH3:4])([CH3:3])[CH3:2].[CH3:22][Si](C)(C)[N-][Si](C)(C)C.[Li+].IC>C1COCC1>[C:1]([O:5][C:6]([NH:8][C@H:9]([C:15](=[O:21])[N:16]1[CH2:17][CH2:18][CH2:19][CH2:20]1)[C@H:10]([CH3:22])[C:11]([O:13][CH3:14])=[O:12])=[O:7])([CH3:4])([CH3:2])[CH3:3] |f:1.2|. Procedure details: To a stirred solution of the product from Example 1, Step A (2.2 g, 7.33 mmol) in THF (30 mL) was added lithium hexamethyldisilazide (16.0 mL, 1M in THF, 16.0 mmol) at −78° C. The resulting mixture was stirred at −78° C. for 30 min. Iodomethane (2.8 mL, 45.0 mmol) was then added. After stirring at −78° C. for 2 h, the reaction was quenched with saturated aqueous ammonium chloride solution. The organic phase was separated and the aqueous phase was extracted with two portions of ethyl acetate. The... Reaction conditions: temperature 150 celsius. Procedure details: A 2.0˜5.0 mL process vial was charged with trifluoro-methanesulfonic acid 1-isopropoxy-3-(5-methyl-1H-pyrazol-3-ylamino)-isoquinolin-6-yl ester (56.2 mg, 1 mmol), Pd(OAc)2 (4 mg), Mo(CO)6 (26.4 mg), morpholine (26.0 mg), DBU (45 mg), and dry THF (2 mL). The vial was immediately capped under air and heated at 150° C. for 15 min under microwave irradiation. After cooling, the reaction mixture was filtered through a short silica gel column, and the solvent was removed under reduced pressure. The re... Reactants: C(C)(C)OC1=NC(=CC2=CC(=CC=C12)OS(=O)(=O)C(F)(F)F)NC1=NNC(=C1)C (trifluoro-methanesulfonic acid 1-isopropoxy-3-(5-methyl-1H-pyrazol-3-ylamino)-isoquinolin-6-yl ester), Mo(CO)6, N1CCOCC1 (morpholine), C1CCC2=NCCCN2CC1 (DBU), C1CCOC1 (THF). RXN SMILES: [CH:1]([O:4][C:5]1[C:14]2[C:9](=[CH:10][C:11](OS(C(F)(F)F)(=O)=O)=[CH:12][CH:13]=2)[CH:8]=[C:7]([NH:23][C:24]2[CH:28]=[C:27]([CH3:29])[NH:26][N:25]=2)[N:6]=1)([CH3:3])[CH3:2].[NH:30]1[CH2:35][CH2:34][O:33][CH2:32][CH2:31]1.C1CCN2C(=NCCC2)CC1.C1C[O:50][CH2:49]C1>CC([O-])=O.CC([O-])=O.[Pd+2]>[CH:1]([O:4][C:5]1[C:14]2[C:9](=[CH:10][C:11]([C:49]([N:30]3[CH2:35][CH2:34][O:33][CH2:32][CH2:31]3)=[O:50])=[CH:12][CH:13]=2)[CH:8]=[C:7]([NH:23][C:24]2[CH:28]=[C:27]([CH3:29])[NH:26][N:25]=2)[N:6]=1)([CH3:3])[CH3:2] |f:4.5.6|. The product is C(C)(C)OC1=NC(=CC2=CC(=CC=C12)C(=O)N1CCOCC1)NC1=NNC(=C1)C ([1-Isopropoxy-3-(5-methyl-1H-pyrazol-3-ylamino)-isoquinolin-6-yl]-morpholin-4-yl-methanone). The reagents and catalysts are CC(=O)[O-].CC(=O)[O-].[Pd+2] (Pd(OAc)2).